From a dataset of the Open Reaction Database (ORD), a public repository of structured organic reaction records. describe an organic reaction: reactants, conditions, products, and yield The reactants are C(C)OC(CC(CCC)O)=O (ethyl-3-hydroxyhexanoate), C(#N)CC(=O)O (cyanoacetic acid), C1(CCCCC1)N=C=NC1CCCCC1 (dicyclohexylcarbodiimide), CN(C)C=O (DMF). The reagents and catalysts are CN(C1=CC=NC=C1)C (4-dimethylaminopyridine). Run in C(Cl)Cl (CH2Cl2). Product: C(C)OC(CC(CCC)OC(CC#N)=O)=O (3-(2-Cyano-acetoxy)-hexanoic acid ethyl ester). Reaction SMILES: [CH2:1]([O:3][C:4](=[O:11])[CH2:5][CH:6]([OH:10])[CH2:7][CH2:8][CH3:9])[CH3:2].[C:12]([CH2:14][C:15](O)=[O:16])#[N:13].CN(C=O)C.C1(N=C=NC2CCCCC2)CCCCC1>CN(C)C1C=CN=CC=1.C(Cl)Cl>[CH2:1]([O:3][C:4](=[O:11])[CH2:5][CH:6]([O:10][C:15](=[O:16])[CH2:14][C:12]#[N:13])[CH2:7][CH2:8][CH3:9])[CH3:2]. Procedure: A mixture of 100.14 g of ethyl-3-hydroxyhexanoate, 63.75 g of cyanoacetic acid, and 4.58 g of 4-dimethylaminopyridine (DMAP) in 625 ml of CH2Cl2 was stirred in a 2 L three-neck round bottom flask equipped with a mechanical stirrer. About 31 ml of N-N′-dimethylformide (DMF) was added to make a clear solution. The above clear solution was chilled in an ice water bath. A separately prepared dicyclohexylcarbodiimide (DCC) solution (154.75 g in 250 ml CH2Cl2) was added to the above chilled solution b... Starting materials: BrB(Br)Br, COc1ccc(Cl)c(-c2cc(C)c3nc(Nc4ccc(S(=O)(=O)N(C)CCN5CCCC5)cc4)nnc3c2)c1, ClCCl. Yields the product Cc1cc(-c2cc(O)ccc2Cl)cc2nnc(Nc3ccc(S(=O)(=O)N(C)CCN4CCCC4)cc3)nc12. Reaction SMILES: [B:40]([Br:41])([Br:42])[Br:43].[Cl:1][c:2]1[c:3](-[c:10]2[cH:11][c:12]3[c:13]([n:14][c:15]([NH:18][c:19]4[cH:20][cH:21][c:22]([S:25](=[O:26])(=[O:27])[N:28]([CH2:29][CH2:30][N:31]5[CH2:32][CH2:33][CH2:34][CH2:35]5)[CH3:36])[cH:23][cH:24]4)[n:16][n:17]3)[c:37]([CH3:39])[cH:38]2)[cH:4][c:5]([O:8][CH3:9])[cH:6][cH:7]1.[Cl:44][CH2:45][Cl:46]>>[Cl:1][c:2]1[c:3](-[c:10]2[cH:11][c:12]3[c:13]([n:14][c:15]([NH:18][c:19]4[cH:20][cH:21][c:22]([S:25](=[O:26])(=[O:27])[N:28]([CH2:29][CH2:30][N:31]5[CH2:32][CH2:33][CH2:34][CH2:35]5)[CH3:36])[cH:23][cH:24]4)[n:16][n:17]3)[c:37]([CH3:39])[cH:38]2)[cH:4][c:5]([OH:8])[cH:6][cH:7]1.